Dataset: the Open Reaction Database (ORD), a public repository of structured organic reaction records. Task: describe an organic reaction: reactants, conditions, products, and yield Starting materials: BrC=1C=C(C(=C(C=O)C1)OC)C(C)(C)C (5-bromo-3-tert-butyl-2-methoxybenzaldehyde), [BH4-].[Na+] (NaBH4), C(Br)(Br)(Br)Br (CBr4), C1=CC=C(C=C1)P(C2=CC=CC=C2)C3=CC=CC=C3 (PPh3). The solvent is CCO (EtOH). Run at time 1 hour. Yields the product BrC=1C=C(C(=C(C1)CBr)OC)C(C)(C)C (5-bromo-1-bromomethyl-3-tert-butyl-2-methoxybenzene). The yield is 92.0%. As a reaction SMILES: [Br:1][C:2]1[CH:3]=[C:4]([C:12]([CH3:15])([CH3:14])[CH3:13])[C:5]([O:10][CH3:11])=[C:6]([CH:9]=1)[CH:7]=O.[BH4-].[Na+].C(Br)(Br)(Br)[Br:19].C1C=CC(P(C2C=CC=CC=2)C2C=CC=CC=2)=CC=1>CCO>[Br:1][C:2]1[CH:3]=[C:4]([C:12]([CH3:15])([CH3:14])[CH3:13])[C:5]([O:10][CH3:11])=[C:6]([CH2:7][Br:19])[CH:9]=1 |f:1.2|. Procedure: To a solution of 5-bromo-3-tert-butyl-2-methoxybenzaldehyde (0.30 g, 1.1 mmol; CASRN 417715-87-8) in EtOH (5 mL) at 0° C. was added NaBH4 (0.042 g, 1.1 mmol). The mixture was stirred for 1 h, and partitioned between 1N HCl and Et2O. The ether layer was evaporated, and the crude benzyl alcohol was dissolved in DCM and treated sequentially with CBr4 (0.55 g, 1.7 mmol) and PPh3 (0.45 g, 1.7 mmol). After stirring 2 h at RT, the reaction mixture was concentrated, and the crude product was purified by...